The task is: describe an organic reaction: reactants, conditions, products, and yield. This data is from the Open Reaction Database (ORD), a public repository of structured organic reaction records. The reactants are [Al], CN(C)C=O, ClC(Cl)(Cl)Cl, O=Cc1ccc(O)c(Cl)c1, Br[Pb]Br. The product is Oc1ccc(C(O)C(Cl)(Cl)Cl)cc1Cl. As a reaction SMILES: [Al:11].[CH3:20][N:21]([CH3:22])[CH:23]=[O:24].[Cl:15][C:16]([Cl:17])([Cl:18])[Cl:19].[Cl:1][c:2]1[cH:3][c:4]([CH:5]=[O:6])[cH:7][cH:8][c:9]1[OH:10].[Pb:12]([Br:13])[Br:14]>>[Cl:1][c:2]1[cH:3][c:4]([CH:5]([OH:6])[C:16]([Cl:15])([Cl:17])[Cl:18])[cH:7][cH:8][c:9]1[OH:10]. The reactants are CC(=O)c1cccnc1, CCN=C=NCCCN(C)C, CCN(C(C)C)C(C)C, Cl, FC(F)(F)c1cccc(OC2CNC2)c1, CN(C)C=O, O, On1nnc2ccccc21, O=C(O)CNC(=O)c1cc(-c2cccnc2)[nH]n1. Product: O=C(NCC(=O)N1CC(Oc2cccc(C(F)(F)F)c2)C1)c1cc(-c2cccnc2)[nH]n1. RXN SMILES: [C:28]([c:29]1[cH:30][n:31][cH:32][cH:33][cH:34]1)(=[O:35])[CH3:36].[CH3:47][CH2:48][N:49]=[C:50]=[N:51][CH2:52][CH2:53][CH2:54][N:55]([CH3:56])[CH3:57].[CH:1]([N:2]([CH2:3][CH3:4])[CH:5]([CH3:6])[CH3:7])([CH3:8])[CH3:9].[ClH:58].[F:59][C:60]([c:61]1[cH:62][c:63]([O:64][CH:65]2[CH2:66][NH:67][CH2:68]2)[cH:69][cH:70][cH:71]1)([F:72])[F:73].[O:74]=[CH:75][N:76]([CH3:77])[CH3:78].[OH2:79].[OH:37][n:38]1[c:39]2[c:40]([cH:41][cH:42][cH:43][cH:44]2)[n:45][n:46]1.[n:10]1[cH:11][c:12](-[c:16]2[cH:17][c:18]([C:21](=[O:22])[NH:23][CH2:24][C:25](=[O:26])[OH:27])[n:19][nH:20]2)[cH:13][cH:14][cH:15]1>>[n:10]1[cH:11][c:12](-[c:16]2[cH:17][c:18]([C:21](=[O:22])[NH:23][CH2:24][C:25](=[O:27])[N:67]3[CH2:66][CH:65]([O:64][c:63]4[cH:62][c:61]([C:60]([F:59])([F:72])[F:73])[cH:71][cH:70][cH:69]4)[CH2:68]3)[n:19][nH:20]2)[cH:13][cH:14][cH:15]1. Starting materials: COC1=CC=C(C(=O)NC=2C(=CC=CC2)NC(=O)C2CCNCC2)C=C1 (N1-(4-methoxybenzoyl)-N2-(piperidin-4-ylcarbonyl)-1,2-benzenediamine), [N+](=O)([O-])C1=CC=C(O1)C=O (5-nitro-2-furaldehyde). Yields the product COC1=CC=C(C(=O)NC=2C(=CC=CC2)NC(=O)C2CCN(CC2)CC=2OC(=CC2)[N+](=O)[O-])C=C1 (N1-(4-Methoxybenzoyl)-N2-[1-(5-nitrofuran-2-ylmethyl)piperidin-4-ylcarbonyl]-1,2-benzenediamine). Reaction SMILES: [CH3:1][O:2][C:3]1[CH:26]=[CH:25][C:6]([C:7]([NH:9][C:10]2[C:11]([NH:16][C:17]([CH:19]3[CH2:24][CH2:23][NH:22][CH2:21][CH2:20]3)=[O:18])=[CH:12][CH:13]=[CH:14][CH:15]=2)=[O:8])=[CH:5][CH:4]=1.[N+:27]([C:30]1[O:34][C:33]([CH:35]=O)=[CH:32][CH:31]=1)([O-:29])=[O:28]>>[CH3:1][O:2][C:3]1[CH:4]=[CH:5][C:6]([C:7]([NH:9][C:10]2[C:11]([NH:16][C:17]([CH:19]3[CH2:20][CH2:21][N:22]([CH2:35][C:33]4[O:34][C:30]([N+:27]([O-:29])=[O:28])=[CH:31][CH:32]=4)[CH2:23][CH2:24]3)=[O:18])=[CH:12][CH:13]=[CH:14][CH:15]=2)=[O:8])=[CH:25][CH:26]=1. Reported procedure: Using the general procedure described in Example 3, N1-(4-methoxybenzoyl)-N2-(piperidin-4-ylcarbonyl)-1,2-benzenediamine (0.14 mmol) was reacted with 5-nitro-2-furaldehyde to provide 30 mg of the title product as the free base. Treatment with hydrochloric acid and concentration in vacuo yielded the salt of the title compound. The reactants are CC(=O)Cl, CCOC(C)=O, CCCCCCC, ClCCl, CCOc1ccc(S(=O)(=O)NC2CCC(N)(C#N)CC2)cc1C. The product is CCOc1ccc(S(=O)(=O)NC2CCC(C#N)(NC(C)=O)CC2)cc1C. As a reaction SMILES: [CH3:1][C:2]([Cl:3])=[O:4].[CH3:28][CH2:29][O:30][C:31](=[O:32])[CH3:33].[CH3:37][CH2:38][CH2:39][CH2:40][CH2:41][CH2:42][CH3:43].[Cl:34][CH2:35][Cl:36].[NH2:5][C:6]1([C:26]#[N:27])[CH2:7][CH2:8][CH:9]([NH:12][S:13](=[O:14])(=[O:15])[c:16]2[cH:17][c:18]([CH3:25])[c:19]([O:22][CH2:23][CH3:24])[cH:20][cH:21]2)[CH2:10][CH2:11]1>>[CH3:1][C:2](=[O:4])[NH:5][C:6]1([C:26]#[N:27])[CH2:7][CH2:8][CH:9]([NH:12][S:13](=[O:14])(=[O:15])[c:16]2[cH:17][c:18]([CH3:25])[c:19]([O:22][CH2:23][CH3:24])[cH:20][cH:21]2)[CH2:10][CH2:11]1. The reactants are CN(C)CCN(C)C (TMEDA), C(C)(CC)[Li] (sec-butyllithium), C1CCOC1 (THF), C(C)(C)(C)OC(=O)N1CCC(CC1)Cl (4-chloro-piperidine-1-carboxylic acid tert-butyl ester), C1CCOC1 (THF). Run in O (water), C(C)(=O)OCC (Ethyl acetate). Reaction conditions: temperature -78 celsius, time 30 minute. Product: C(C)(C)(C)OC(=O)N1C2CC2CC1 (2-Aza-bicyclo[3.1.0]hexane-2-carboxylic acid tert-butyl ester). RXN SMILES: CN(CCN(C)C)C.C([Li])(CC)C.C1COCC1.[C:19]([O:23][C:24]([N:26]1[CH2:31][CH2:30][CH:29](Cl)[CH2:28][CH2:27]1)=[O:25])([CH3:22])([CH3:21])[CH3:20]>O.C(OCC)(=O)C>[C:19]([O:23][C:24]([N:26]1[CH2:31][CH2:30][CH:29]2[CH:27]1[CH2:28]2)=[O:25])([CH3:22])([CH3:21])[CH3:20]. Reported procedure: TMEDA (0.11 mL) was slowly added dropwise at −78° C. to a mixture of sec-butyllithium (1.4 M; 0.52 mL) and THF (1.8 mL). Then it was stirred for a further 30 min at −78° C. and then a solution of 4-chloro-piperidine-1-carboxylic acid tert-butyl ester (160 mg) in a little THF was slowly added dropwise. The reaction mixture was stirred for 2 h at −78° C., then it was allowed to return slowly to room temperature. Ethyl acetate and water were added to the reaction mixture and the aqueous phase was e... The reactants are CN1N=C(C=C1N)C1=CC=CC=C1 (2-Methyl-5-phenyl-2H-pyrazol-3-ylamine), C(C)OC(CC(=O)C(F)(F)F)=O (ethyl-4,4,4-trifluoracetoacetate). The solvent is C(C)(=O)O (acetic acid). Reaction conditions: time 2.5 hour. Product: OC1(C2=C(NC(C1)=O)N(N=C2C2=CC=CC=C2)C)C(F)(F)F (4-Hydroxy-1-methyl-3-phenyl-4-trifluoromethyl-1,4,5,7-tetrahydro-pyrazolo[3,4-b]pyridin-6-one). Isolated yield 15.5%. As a reaction SMILES: [CH3:1][N:2]1[C:6]([NH2:7])=[CH:5][C:4]([C:8]2[CH:13]=[CH:12][CH:11]=[CH:10][CH:9]=2)=[N:3]1.C([O:16][C:17](=O)[CH2:18][C:19]([C:21]([F:24])([F:23])[F:22])=[O:20])C>C(O)(=O)C>[OH:20][C:19]1([C:21]([F:24])([F:23])[F:22])[CH2:18][C:17](=[O:16])[NH:7][C:6]2[N:2]([CH3:1])[N:3]=[C:4]([C:8]3[CH:9]=[CH:10][CH:11]=[CH:12][CH:13]=3)[C:5]1=2. Reported procedure: 2-Methyl-5-phenyl-2H-pyrazol-3-ylamine (vii) (100 mg, 0.58 mmol) was dissolved in glacial acetic acid (1 mL), ethyl-4,4,4-trifluoracetoacetate (0.13 mL, 0.85 mmol) was added at RT and stirring was continued for 2.5 h at 120° C. The mixture was evaporated to dryness and the isomeric mixture was directly purified by preparative HPLC (Agilent 1100 Series, Chromolith prep RP-18e, 100-25). A colorless solid (29 mg, 0.09 mmol, 16%) was obtained, characterized as compound (viii). The reactants are O=C(c1ccccc1)c1ccc(B(O)O)cc1, CCO, Cl, NO, c1ccncc1. Product: ON=C(c1ccccc1)c1ccc(B(O)O)cc1. As a reaction SMILES: [C:1]([c:2]1[cH:3][cH:4][cH:5][cH:6][cH:7]1)(=[O:8])[c:9]1[cH:10][cH:11][c:12]([B:15]([OH:16])[OH:17])[cH:13][cH:14]1.[CH3:27][CH2:28][OH:29].[ClH:18].[NH2:19][OH:20].[cH:21]1[cH:22][cH:23][n:24][cH:25][cH:26]1>>[C:1]([c:2]1[cH:3][cH:4][cH:5][cH:6][cH:7]1)([c:9]1[cH:10][cH:11][c:12]([B:15]([OH:16])[OH:17])[cH:13][cH:14]1)=[N:19][OH:20]. Reactants: [Br-], CCCCCCCCOCC1CO1, CC[P+](c1ccccc1)(c1ccccc1)c1ccccc1, CN1CCCC1=O, Oc1ccc(-n2nc3ccccc3n2)c(O)c1. Product: CCCCCCCCOCC(O)COc1ccc(-n2nc3ccccc3n2)c(O)c1. Reaction SMILES: [Br-:31].[CH2:18]([CH2:19][CH2:20][CH2:21][CH2:22][CH2:23][CH2:24][CH3:25])[O:26][CH2:27][CH:28]1[CH2:29][O:30]1.[CH2:32]([P+:33]([c:34]1[cH:35][cH:36][cH:37][cH:38][cH:39]1)([c:40]1[cH:41][cH:42][cH:43][cH:44][cH:45]1)[c:46]1[cH:47][cH:48][cH:49][cH:50][cH:51]1)[CH3:52].[CH3:53][N:54]1[CH2:55][CH2:56][CH2:57][C:58]1=[O:59].[OH:1][c:2]1[c:3](-[n:9]2[n:10][c:11]3[c:12]([n:13]2)[cH:14][cH:15][cH:16][cH:17]3)[cH:4][cH:5][c:6]([OH:8])[cH:7]1>>[OH:1][c:2]1[c:3](-[n:9]2[n:10][c:11]3[c:12]([n:13]2)[cH:14][cH:15][cH:16][cH:17]3)[cH:4][cH:5][c:6]([O:8][CH2:29][CH:28]([CH2:27][O:26][CH2:18][CH2:19][CH2:20][CH2:21][CH2:22][CH2:23][CH2:24][CH3:25])[OH:30])[cH:7]1. Starting materials: CCOCC, CCOC(C)=O, O=C(NCCc1cccc(F)c1)c1ccc(C(F)(F)F)cc1, [K+], [OH-]. Product: Fc1ccc2c(c1)CCN=C2c1ccc(C(F)(F)F)cc1. RXN SMILES: [CH3:25][CH2:26][O:27][CH2:28][CH3:29].[CH3:30][CH2:31][O:32][C:33]([CH3:34])=[O:35].[F:1][c:2]1[cH:3][c:4]([CH2:5][CH2:6][NH:7][C:8]([c:9]2[cH:10][cH:11][c:12]([C:15]([F:16])([F:17])[F:18])[cH:13][cH:14]2)=[O:19])[cH:20][cH:21][cH:22]1.[K+:24].[OH-:23]>>[F:1][c:2]1[cH:3][c:4]2[c:20]([cH:21][cH:22]1)[C:8]([c:9]1[cH:10][cH:11][c:12]([C:15]([F:16])([F:17])[F:18])[cH:13][cH:14]1)=[N:7][CH2:6][CH2:5]2. The reactants are [Al+3], CC(C)(C)C(=O)Cl, [Cl-], [Cl-], [Cl-], ClCCl, S=C=S, c1cn2cncc2s1. Yields the product CC(C)(C)C(=O)c1ncn2ccsc12. RXN SMILES: [Al+3:2].[C:5]([C:6]([CH3:7])([CH3:8])[CH3:9])(=[O:10])[Cl:11].[Cl-:1].[Cl-:3].[Cl-:4].[Cl:23][CH2:24][Cl:25].[S:20]=[C:21]=[S:22].[s:12]1[c:13]2[n:14]([cH:15][cH:16]1)[cH:17][n:18][cH:19]2>>[C:5]([C:6]([CH3:7])([CH3:8])[CH3:9])(=[O:10])[c:19]1[c:13]2[s:12][cH:16][cH:15][n:14]2[cH:17][n:18]1.